From a dataset of the Open Reaction Database (ORD), a public repository of structured organic reaction records. describe an organic reaction: reactants, conditions, products, and yield Reactants: C(C)(=O)OCC (ethyl acetate), C(C)(C)(C)OC(=O)N1CCN(CC1)C1=C(C(=CC(=C1)OC)[N+](=O)[O-])C#N (4-(2-cyano-5-methoxy-3-nitro-phenyl)-piperazine-1-carboxylic acid tert-butyl ester), NN (hydrazine). Reagents/catalysts: [Ni] (Raney nickel). The solvent is O (water), C(C)O (ethanol). Reaction conditions: time 30 minute. Product: C(C)(C)(C)OC(=O)N1CCN(CC1)C1=C(C(=CC(=C1)OC)N)C#N (4-(3-amino-2-cyano-5-methoxy-phenyl)-piperazine-1-carboxylic acid tert-butyl ester). The yield is 88.5%. As a reaction SMILES: [C:1]([O:5][C:6]([N:8]1[CH2:13][CH2:12][N:11]([C:14]2[CH:19]=[C:18]([O:20][CH3:21])[CH:17]=[C:16]([N+:22]([O-])=O)[C:15]=2[C:25]#[N:26])[CH2:10][CH2:9]1)=[O:7])([CH3:4])([CH3:3])[CH3:2].C(OCC)(=O)C.NN>C(O)C.[Ni].O>[C:1]([O:5][C:6]([N:8]1[CH2:13][CH2:12][N:11]([C:14]2[CH:19]=[C:18]([O:20][CH3:21])[CH:17]=[C:16]([NH2:22])[C:15]=2[C:25]#[N:26])[CH2:10][CH2:9]1)=[O:7])([CH3:4])([CH3:2])[CH3:3]. Reported procedure: To 370 mg (1.02 mmol) of 4-(2-cyano-5-methoxy-3-nitro-phenyl)-piperazine-1-carboxylic acid tert-butyl ester dissolved in 5 mL ethanol and 5 mL ethyl acetate was added a pipet of Raney nickel slurry in water followed by 64 μL (2 eq., 2.04 mmol) hydrazine. The mixture was stirred 30 minutes to completion, filtered through Celite and concentrated under reduced pressure to provide 300 mg of crude 4-(3-amino-2-cyano-5-methoxy-phenyl)-piperazine-1-carboxylic acid tert-butyl ester.